This data is from the Open Reaction Database (ORD), a public repository of structured organic reaction records. The task is: describe an organic reaction: reactants, conditions, products, and yield RXN SMILES: [C:1](#[N:2])[c:3]1[n:4][c:5]2[cH:6][cH:7][c:8]([OH:13])[cH:9][c:10]2[cH:11][cH:12]1.[C:28](=[O:29])([O-:30])[O-:31].[CH2:39]([Cl:40])[Cl:41].[CH3:35][S:36]([CH3:37])=[O:38].[Cl-:14].[K+:32].[K+:33].[N+:15](=[O:16])([O-:17])[c:18]1[cH:19][cH:20][cH:21][c:22]([C:24]([F:25])([F:26])[F:27])[cH:23]1.[OH2:34]>>[C:1](#[N:2])[c:3]1[n:4][c:5]2[cH:6][cH:7][c:8]([O:13][c:19]3[c:18]([N+:15](=[O:16])[O-:17])[cH:23][c:22]([C:24]([F:25])([F:26])[F:27])[cH:21][cH:20]3)[cH:9][c:10]2[cH:11][cH:12]1. Product: N#Cc1ccc2cc(Oc3ccc(C(F)(F)F)cc3[N+](=O)[O-])ccc2n1. Reactants: N#Cc1ccc2cc(O)ccc2n1, O=C([O-])[O-], ClCCl, CS(C)=O, [Cl-], [K+], [K+], O=[N+]([O-])c1cccc(C(F)(F)F)c1, O. The reactants are C1COCCN1, CCOC(C)=O, O=C(c1ccccc1Cl)c1c(CO)noc1-c1nnn(Cc2cc(C(F)(F)F)cc(C(F)(F)F)c2)c1Cl. Yields the product O=C(c1ccccc1N1CCOCC1)c1c(CO)noc1-c1nnn(Cc2cc(C(F)(F)F)cc(C(F)(F)F)c2)c1Cl. Reaction SMILES: [CH2:38]1[CH2:39][O:40][CH2:41][CH2:42][NH:43]1.[CH3:44][CH2:45][O:46][C:47]([CH3:48])=[O:49].[F:1][C:2]([c:3]1[cH:4][c:5]([CH2:6][n:7]2[n:8][n:9][c:10](-[c:13]3[c:14]([C:20](=[O:21])[c:22]4[c:23]([Cl:28])[cH:24][cH:25][cH:26][cH:27]4)[c:15]([CH2:18][OH:19])[n:16][o:17]3)[c:11]2[Cl:12])[cH:29][c:30]([C:32]([F:33])([F:34])[F:35])[cH:31]1)([F:36])[F:37]>>[F:1][C:2]([c:3]1[cH:4][c:5]([CH2:6][n:7]2[n:8][n:9][c:10](-[c:13]3[c:14]([C:20](=[O:21])[c:22]4[c:23]([N:43]5[CH2:38][CH2:39][O:40][CH2:41][CH2:42]5)[cH:24][cH:25][cH:26][cH:27]4)[c:15]([CH2:18][OH:19])[n:16][o:17]3)[c:11]2[Cl:12])[cH:29][c:30]([C:32]([F:33])([F:34])[F:35])[cH:31]1)([F:36])[F:37]. Starting materials: C(C)(=O)OCCCNC(=O)NC1=C(C(=NS1)C1=CC=C(C=C1)[N+](=O)[O-])C(=O)N (3-[({[4-(aminocarbonyl)-3-(4-nitrophenyl)isothiazol-5-yl]amino}carbonyl)amino]propyl acetate). Reagents/catalysts: [Pd] (palladium on carbon). The solvent is O1CCCC1 (tetrahydrofuran), CN(C=O)C (dimethylformamide), CCOCC (ether). The product is C(C)(=O)OCCCNC(=O)NC1=C(C(=NS1)C1=CC=C(C=C1)N)C(=O)N (3-[({[4-(Aminocarbonyl)-3-(4-aminophenyl)isothiazol-5-yl]amino}carbonyl)amino]propyl acetate), solid. Isolated yield 77.0%. RXN SMILES: [C:1]([O:4][CH2:5][CH2:6][CH2:7][NH:8][C:9]([NH:11][C:12]1[S:16][N:15]=[C:14]([C:17]2[CH:22]=[CH:21][C:20]([N+:23]([O-])=O)=[CH:19][CH:18]=2)[C:13]=1[C:26]([NH2:28])=[O:27])=[O:10])(=[O:3])[CH3:2]>[Pd].O1CCCC1.CN(C)C=O.CCOCC>[C:1]([O:4][CH2:5][CH2:6][CH2:7][NH:8][C:9]([NH:11][C:12]1[S:16][N:15]=[C:14]([C:17]2[CH:18]=[CH:19][C:20]([NH2:23])=[CH:21][CH:22]=2)[C:13]=1[C:26]([NH2:28])=[O:27])=[O:10])(=[O:3])[CH3:2]. Procedure details: 3-[({[4-(aminocarbonyl)-3-(4-nitrophenyl)isothiazol-5-yl]amino}carbonyl)amino]propyl acetate (12.0 g,) and 10% palladium on carbon (3 g) in tetrahydrofuran (400 mL) and dimethylformamide (100 mL) was hydrogenated at 80 psi over 24 hr. in metal bomb. Filter the catalyst on celite and washed with tetrahydrofuran. The filtrate was concentrated in vacuo to give off white solid, which was stirred in ether (100 mL) and filtered gave the title compound as an off white solid (8.5 g, 77%). Starting materials: [BH4-], CCOc1ccc(C(C=O)C(F)(F)F)cc1, CCO, [Na+], O. Yields the product CCOc1ccc(C(CO)C(F)(F)F)cc1. RXN SMILES: [BH4-:1].[CH2:3]([CH3:4])[O:5][c:6]1[cH:7][cH:8][c:9]([CH:12]([CH:13]=[O:14])[C:15]([F:16])([F:17])[F:18])[cH:10][cH:11]1.[CH3:20][CH2:21][OH:22].[Na+:2].[OH2:19]>>[CH2:3]([CH3:4])[O:5][c:6]1[cH:7][cH:8][c:9]([CH:12]([CH2:13][OH:14])[C:15]([F:16])([F:17])[F:18])[cH:10][cH:11]1. Reactants: C(C1=CC=CC=C1)C=1N=C(C2=C(NC3=CC(=CC=C23)C(=O)OC)N1)Cl (methyl 2-benzyl-4-chloro-9H-pyrimido[4,5-b]indole-7-carboxylate), NCCCN(CCCN)C (N1-(3-aminopropyl)-N1-methylpropane-1,3-diamine), CO (MeOH). Run at temperature 140 celsius, time 30 minute. The product is NCCCN(CCCNC1=NC(=NC=2NC3=CC(=CC=C3C21)C(=O)OC)CC2=CC=CC=C2)C (methyl 4-((3-((3-aminopropyl)(methyl)amino)propyl)amino)-2-benzyl-9H-pyrimido[4,5-b]indole-7-carboxylate). The yield is 67.3%. Reaction SMILES: [CH2:1]([C:8]1[N:9]=[C:10](Cl)[C:11]2[C:19]3[C:14](=[CH:15][C:16]([C:20]([O:22][CH3:23])=[O:21])=[CH:17][CH:18]=3)[NH:13][C:12]=2[N:24]=1)[C:2]1[CH:7]=[CH:6][CH:5]=[CH:4][CH:3]=1.[NH2:26][CH2:27][CH2:28][CH2:29][N:30]([CH3:35])[CH2:31][CH2:32][CH2:33][NH2:34].CO>>[NH2:26][CH2:27][CH2:28][CH2:29][N:30]([CH3:35])[CH2:31][CH2:32][CH2:33][NH:34][C:10]1[C:11]2[C:19]3[C:14](=[CH:15][C:16]([C:20]([O:22][CH3:23])=[O:21])=[CH:17][CH:18]=3)[NH:13][C:12]=2[N:24]=[C:8]([CH2:1][C:2]2[CH:7]=[CH:6][CH:5]=[CH:4][CH:3]=2)[N:9]=1. Reported procedure: In a 2-5 mL microwave vial was added methyl 2-benzyl-4-chloro-9H-pyrimido[4,5-b]indole-7-carboxylate (0.050 g, 0.142 mmol) and N1-(3-aminopropyl)-N1-methylpropane-1,3-diamine (0.115 mL, 0.711 mmol) in MeOH (2.000 mL, 49.4 mmol) to give a tan suspension. The vial was placed in the microwave and heated to 140° C. for 30 min. After 30 minutes, the mixture was concentrated to dryness on a rotavap. and the residue was purified by flash chromatography and lyophilized from CH3CN to afford two distinct ...